This data is from the Open Reaction Database (ORD), a public repository of structured organic reaction records. The task is: describe an organic reaction: reactants, conditions, products, and yield The reactants are CCCC(CC(=O)OCC)n1ccc2cc(N)ccc21, CCN(C(C)C)C(C)C, CN(C)C=O, O=C(O)Cc1ccc2c(n1)NCCC2. Yields the product CCCC(CC(=O)OCC)n1ccc2cc(NC(=O)Cc3ccc4c(n3)NCCC4)ccc21. Reaction SMILES: [CH2:15]([CH3:16])[O:17][C:18]([CH2:19][CH:20]([CH2:21][CH2:22][CH3:23])[n:24]1[cH:25][cH:26][c:27]2[cH:28][c:29]([NH2:33])[cH:30][cH:31][c:32]12)=[O:34].[CH:35]([N:36]([CH:37]([CH3:38])[CH3:39])[CH2:40][CH3:41])([CH3:42])[CH3:43].[O:44]=[CH:45][N:46]([CH3:47])[CH3:48].[n:1]1[c:2]([CH2:11][C:12](=[O:13])[OH:14])[cH:3][cH:4][c:5]2[c:10]1[NH:9][CH2:8][CH2:7][CH2:6]2>>[n:1]1[c:2]([CH2:11][C:12](=[O:14])[NH:33][c:29]2[cH:28][c:27]3[cH:26][cH:25][n:24]([CH:20]([CH2:19][C:18]([O:17][CH2:15][CH3:16])=[O:34])[CH2:21][CH2:22][CH3:23])[c:32]3[cH:31][cH:30]2)[cH:3][cH:4][c:5]2[c:10]1[NH:9][CH2:8][CH2:7][CH2:6]2. Reaction SMILES: [CH3:11][O:12][c:13]1[cH:14][c:15]2[c:20]([cH:21][c:22]1[O:23][CH3:24])[CH2:19][N:18]([C:25]([CH:26]([C:27]([CH3:28])([CH3:29])[CH3:30])[NH:31][c:32]1[c:33]([N+:38]([O-:39])=[O:40])[cH:34][cH:35][cH:36][cH:37]1)=[O:41])[CH2:17][CH2:16]2.[CH3:1][CH2:2][OH:3].[Cl-:4].[Fe:42].[NH4+:5].[O:6]1[CH2:7][CH2:8][CH2:9][CH2:10]1.[OH2:43]>>[CH3:11][O:12][c:13]1[cH:14][c:15]2[c:20]([cH:21][c:22]1[O:23][CH3:24])[CH2:19][N:18]([C:25]([CH:26]([C:27]([CH3:28])([CH3:29])[CH3:30])[NH:31][c:32]1[c:33]([NH2:38])[cH:34][cH:35][cH:36][cH:37]1)=[O:41])[CH2:17][CH2:16]2. Product: COc1cc2c(cc1OC)CN(C(=O)C(Nc1ccccc1N)C(C)(C)C)CC2. Starting materials: COc1cc2c(cc1OC)CN(C(=O)C(Nc1ccccc1[N+](=O)[O-])C(C)(C)C)CC2, CCO, [Cl-], [Fe], [NH4+], C1CCOC1, O. Starting materials: BrC=1C=C(C=O)C=CC1OCCC (3-Bromo-4-propoxybenzaldehyde), [O-][Mn](=O)(=O)=O.[K+] (KMnO4). Yields the product BrC=1C=C(C(=O)O)C=CC1OCCC (3-Bromo-4-propoxybenzoic acid). As a reaction SMILES: [Br:1][C:2]1[CH:3]=[C:4]([CH:7]=[CH:8][C:9]=1[O:10][CH2:11][CH2:12][CH3:13])[CH:5]=[O:6].[O-:14][Mn](=O)(=O)=O.[K+]>>[Br:1][C:2]1[CH:3]=[C:4]([CH:7]=[CH:8][C:9]=1[O:10][CH2:11][CH2:12][CH3:13])[C:5]([OH:14])=[O:6] |f:1.2|. Reported procedure: 3-Bromo-4-propoxybenzaldehyde was oxidized by KMnO4, according to the procedure as described in Example 47, Step A, to give the title compound in 96%, as white solid. 1H-NMR (DMSO-d6) 0.98 (t, 3H, J=7.32 Hz); 1.68-1.79 (m, 2H); 4.06 (t, 2H, J=6.39 Hz); 7.14 (d, 1H, J=8.7 Hz); 7.87 (dd, 1H, J=2.07, 8.61 Hz); 8.01 (d, 1H, J=2.04 Hz); 11.2 (broad s, 1H).